Dataset: the Open Reaction Database (ORD), a public repository of structured organic reaction records. Task: describe an organic reaction: reactants, conditions, products, and yield The reactants are BrCc1ccccc1, CN(C)C=O, CCOC(C)=O, [H-], [Na+], O, CC(C)(C)OC(=O)N1CCc2cc(O)c(I)cc2CC1. Product: CC(C)(C)OC(=O)N1CCc2cc(I)c(OCc3ccccc3)cc2CC1. Reaction SMILES: [Br:23][CH2:24][c:25]1[cH:26][cH:27][cH:28][cH:29][cH:30]1.[CH3:31][N:32]([CH3:33])[CH:34]=[O:35].[CH3:37][CH2:38][O:39][C:40](=[O:41])[CH3:42].[H-:1].[Na+:2].[OH2:36].[OH:3][c:4]1[cH:5][c:6]2[c:7]([cH:20][c:21]1[I:22])[CH2:8][CH2:9][N:10]([C:13](=[O:14])[O:15][C:16]([CH3:17])([CH3:18])[CH3:19])[CH2:11][CH2:12]2>>[O:3]([c:4]1[cH:5][c:6]2[c:7]([cH:20][c:21]1[I:22])[CH2:8][CH2:9][N:10]([C:13](=[O:14])[O:15][C:16]([CH3:17])([CH3:18])[CH3:19])[CH2:11][CH2:12]2)[CH2:24][c:25]1[cH:26][cH:27][cH:28][cH:29][cH:30]1. Reactants: COc1ccc(-c2c(C(C)=O)c(CBr)nc3cc(OC)c(OC)cc23)cc1OC, CCNCC, ClCCl. The product is CCN(CC)Cc1nc2cc(OC)c(OC)cc2c(-c2ccc(OC)c(OC)c2)c1C(C)=O. As a reaction SMILES: [C:1]([CH3:2])(=[O:3])[c:4]1[c:5]([CH2:28][Br:29])[n:6][c:7]2[cH:8][c:9]([O:26][CH3:27])[c:10]([O:24][CH3:25])[cH:11][c:12]2[c:13]1-[c:14]1[cH:15][c:16]([O:22][CH3:23])[c:17]([O:20][CH3:21])[cH:18][cH:19]1.[CH2:30]([CH3:31])[NH:32][CH2:33][CH3:34].[Cl:35][CH2:36][Cl:37]>>[C:1]([CH3:2])(=[O:3])[c:4]1[c:5]([CH2:28][N:32]([CH2:30][CH3:31])[CH2:33][CH3:34])[n:6][c:7]2[cH:8][c:9]([O:26][CH3:27])[c:10]([O:24][CH3:25])[cH:11][c:12]2[c:13]1-[c:14]1[cH:15][c:16]([O:22][CH3:23])[c:17]([O:20][CH3:21])[cH:18][cH:19]1. The reactants are C12NCC(CC1)C2NC=2C=C1C=NN(C1=CC2)C(C(C)(C)C)=O (1-(5-((1SR,4SR,7RS)-2-azabicyclo[2.2.1]heptan-7-ylamino)-1H-indazol-1-yl)-2,2-dimethylpropan-1-one), CC1=CC=C(C=O)C=C1 (4-methylbenzaldehyde). The product is CC1=CC=C(CN2C3CCC(C2)C3NC=3C=C2C=NNC2=CC3)C=C1 (N-((1SR,4SR,7RS)-2-(4-methylbenzyl)-2-azabicyclo[2.2.1]heptan-7-yl)-1H-indazol-5-amine). As a reaction SMILES: [CH:1]12[CH:7]([NH:8][C:9]3[CH:10]=[C:11]4[C:15](=[CH:16][CH:17]=3)[N:14](C(=O)C(C)(C)C)[N:13]=[CH:12]4)[CH:4]([CH2:5][CH2:6]1)[CH2:3][NH:2]2.[CH3:24][C:25]1[CH:32]=[CH:31][C:28]([CH:29]=O)=[CH:27][CH:26]=1>>[CH3:24][C:25]1[CH:32]=[CH:31][C:28]([CH2:29][N:2]2[CH2:3][CH:4]3[CH:7]([NH:8][C:9]4[CH:10]=[C:11]5[C:15](=[CH:16][CH:17]=4)[NH:14][N:13]=[CH:12]5)[CH:1]2[CH2:6][CH2:5]3)=[CH:27][CH:26]=1. Reported procedure: Reaction of Intermediate 14 with 4-methylbenzaldehyde affords the title compound. Starting materials: COC1=C(C=C(C=C1)S(=O)(=O)C(F)(F)F)S(=O)(=O)Cl (2-methoxy-5-trifluoromethanesulfonyl-1-benzenesulfonyl chloride), C=1(C(=CC=CC1)N)N (benzene-1,2-diamine), N1=CC=CC=C1 (pyridine). Run in ClCCl (dichloromethane), ClCCl (dichloromethane). Reaction conditions: time 4 hour. Yields the product NC1=C(C=CC=C1)NS(=O)(=O)C1=C(C=CC(=C1)S(=O)(=O)C(F)(F)F)OC (N-(2-aminophenyl)-2-methoxy-5-trifluoromethanesulfonylbenzenesulfonamide). The yield is 99.0%. As a reaction SMILES: [CH3:1][O:2][C:3]1[CH:8]=[CH:7][C:6]([S:9]([C:12]([F:15])([F:14])[F:13])(=[O:11])=[O:10])=[CH:5][C:4]=1[S:16](Cl)(=[O:18])=[O:17].[C:20]1([NH2:27])[C:21]([NH2:26])=[CH:22][CH:23]=[CH:24][CH:25]=1.N1C=CC=CC=1>ClCCl>[NH2:26][C:21]1[CH:22]=[CH:23][CH:24]=[CH:25][C:20]=1[NH:27][S:16]([C:4]1[CH:5]=[C:6]([S:9]([C:12]([F:15])([F:14])[F:13])(=[O:11])=[O:10])[CH:7]=[CH:8][C:3]=1[O:2][CH3:1])(=[O:18])=[O:17]. Procedure: To a solution of 2-methoxy-5-trifluoromethanesulfonyl-1-benzenesulfonyl chloride (5 g) in dry dichloromethane (10 mL), benzene-1,2-diamine (5 g) was added followed by addition of dry pyridine (10 mL) at 0° C. The resulting deep red reaction mixture was then stirred at room temperature for 4 h. The reaction mixture was diluted with dichloromethane (250 mL). The contents were washed with saturated aqueous sodium chloride solution (50 mL) and saturated aqueous sodium carbonate solution (50 mL). The... Starting materials: [Si](C)(C)(C(C)(C)C)O[C@@H]([C@@H]1N([C@@H](CC1)CC=1C=CC2=C(NC(=N2)[C@H](C)N2C(N=CC=C2)=O)C1)C(=O)OC(C)(C)C)C1=CC=CC=C1 (Tert-butyl(2R,5S)-2-[(R)-{[tert-butyl(dimethyl)silyl]oxy}(phenyl)methyl]-5-({2-[(1S)-1-(2-oxopyrimidin-1(2H)-yl)ethyl]-1H-benzimidazol-6-yl}methyl)pyrrolidine-1-carboxylate), C(C)#N (acetonitrile), O (water). Solvent: FC(C(=O)O)(F)F (trifluoroacetic acid). Product: O[C@@H]([C@H]1CC[C@H](N1)CC=1C=CC2=C(NC(=N2)[C@H](C)N2C(N=CC=C2)=O)C1)C1=CC=CC=C1 (1-{(1S)-1-[6-({(2S,5R)-5-[(R)-Hydroxy(phenyl)methyl]pyrrolidin-2-yl}methyl)-1H-benzimidazol-2-yl]ethyl}pyrimidin-2(1H)-one). RXN SMILES: [Si]([O:8][C@H:9]([C:41]1[CH:46]=[CH:45][CH:44]=[CH:43][CH:42]=1)[C@H:10]1[CH2:14][CH2:13][C@@H:12]([CH2:15][C:16]2[CH:17]=[CH:18][C:19]3[N:23]=[C:22]([C@@H:24]([N:26]4[CH:31]=[CH:30][CH:29]=[N:28][C:27]4=[O:32])[CH3:25])[NH:21][C:20]=3[CH:33]=2)[N:11]1C(OC(C)(C)C)=O)(C(C)(C)C)(C)C.C(#N)C.O>FC(F)(F)C(O)=O>[OH:8][C@H:9]([C:41]1[CH:46]=[CH:45][CH:44]=[CH:43][CH:42]=1)[C@@H:10]1[NH:11][C@H:12]([CH2:15][C:16]2[CH:17]=[CH:18][C:19]3[N:23]=[C:22]([C@@H:24]([N:26]4[CH:31]=[CH:30][CH:29]=[N:28][C:27]4=[O:32])[CH3:25])[NH:21][C:20]=3[CH:33]=2)[CH2:13][CH2:14]1. Procedure details: A solution of 0.017 g (0.026 mmol) of tert-butyl(2R,5S)-2-[(R)-{[tert-butyl(dimethyl)silyl]oxy}(phenyl)methyl]-5-({2-[(1S)-1-(2-oxopyrimidin-1(2H)-yl)ethyl]-1H-benzimidazo-6-yl}methyl)pyrrolidine-1-carboxylate from Step B above in 2 mL of a 3:3:1 trifluoroacetic acid:acetonitrile:water mixture was stirred at 70° C. for 3 h. All volatiles were removed in vacuo and the crude light brown residue was purified by reverse-phase HPLC (TMC Pro-Pac C18; 10-100% 0.1% trifluoroacetic acid in acetonitrile/0... The reactants are C(#N)C1=CC=C(C=C1)NC(C(=O)OCC)C1=CC(=C(C=C1)O)CC (ethyl (RS)-(4-cyano-phenylamino)-(3-ethyl-4-hydroxy-phenyl)-acetate), C1(OCCO1)=O (ethylene carbonate). The reagents and catalysts are [Br-].C(CCC)[N+](CCCC)(CCCC)CCCC (tetrabutylammonium bromide). The solvent is CN(C)C=O (DMF). Reaction conditions: temperature 155 celsius. Yields the product C(#N)C1=CC=C(C=C1)NC(C(=O)OCC)C1=CC(=C(C=C1)OCCO)CC (Ethyl (RS)-(4-cyano-phenylamino)-[3-ethyl-4-(2-hydroxy-ethoxy)-phenyl]-acetate). Isolated yield 24.5%. As a reaction SMILES: [C:1]([C:3]1[CH:8]=[CH:7][C:6]([NH:9][CH:10]([C:16]2[CH:21]=[CH:20][C:19]([OH:22])=[C:18]([CH2:23][CH3:24])[CH:17]=2)[C:11]([O:13][CH2:14][CH3:15])=[O:12])=[CH:5][CH:4]=1)#[N:2].C1(=O)O[CH2:28][CH2:27][O:26]1>[Br-].C([N+](CCCC)(CCCC)CCCC)CCC.CN(C=O)C>[C:1]([C:3]1[CH:8]=[CH:7][C:6]([NH:9][CH:10]([C:16]2[CH:21]=[CH:20][C:19]([O:22][CH2:28][CH2:27][OH:26])=[C:18]([CH2:23][CH3:24])[CH:17]=2)[C:11]([O:13][CH2:14][CH3:15])=[O:12])=[CH:5][CH:4]=1)#[N:2] |f:2.3|. Reported procedure: A solution of the ethyl (RS)-(4-cyano-phenylamino)-(3-ethyl-4-hydroxy-phenyl)-acetate (400 mg, 1.23 mmol) described in Example 180.1, ethylene carbonate (110 mg, 1.23 mmol) and tetrabutylammonium bromide (264 mg, 1.23 mmol) in DMF (0.6 ml) was heated to 155° C. for 6 h. The reaction mixture was concentrated and the residue was purified by chromatography (SiO2, hexane/EtOAc 9:1). Ethyl (RS)-(4-cyano-phenylamino)-[3-ethyl-4-(2-hydroxy-ethoxy)-phenyl]-acetate (111 mg, 24%) was obtained as a yellow ...